This data is from the Open Reaction Database (ORD), a public repository of structured organic reaction records. The task is: describe an organic reaction: reactants, conditions, products, and yield Reactants: C(C)(C)(C)O[C@H](C(=O)OCC)C1=C(C2=CC=C(C=C2C=C1C)OS(=O)(=O)C(F)(F)F)C1=CC=C(C=C1)Cl ((S)-ethyl 2-tert-butoxy-2-(1-(4-chlorophenyl)-3-methyl-6-(trifluoromethylsulfonyl-oxy)naphthalen-2-yl)acetate), ClC1=CC=C2C=C(C(=C(C2=C1)C1=CC=C(C=C1)Cl)C(C(=O)OCC)O)C (racemic ethyl 2-(7-chloro-1-(4-chlorophenyl)-3-methylnaphthalen-2-yl)-2-hydroxyacetate). Product: C(C)(C)(C)OC(C(=O)OCC)C1=C(C2=CC(=CC=C2C=C1C)Cl)C1=CC=C(C=C1)Cl (Ethyl 2-tert-butoxy-2-(7-chloro-1-(4-chlorophenyl)-3-methylnaphthalen-2-yl)acetate). As a reaction SMILES: [C:1](O[C@@H](C1C(C)=CC2C(=CC=C(OS(C(F)(F)F)(=O)=O)C=2)C=1C1C=CC(Cl)=CC=1)C(OCC)=O)([CH3:4])([CH3:3])[CH3:2].[Cl:38][C:39]1[CH:48]=[C:47]2[C:42]([CH:43]=[C:44]([CH3:63])[C:45]([CH:56]([OH:62])[C:57]([O:59][CH2:60][CH3:61])=[O:58])=[C:46]2[C:49]2[CH:54]=[CH:53][C:52]([Cl:55])=[CH:51][CH:50]=2)=[CH:41][CH:40]=1>>[C:1]([O:62][CH:56]([C:45]1[C:44]([CH3:63])=[CH:43][C:42]2[C:47](=[CH:48][C:39]([Cl:38])=[CH:40][CH:41]=2)[C:46]=1[C:49]1[CH:50]=[CH:51][C:52]([Cl:55])=[CH:53][CH:54]=1)[C:57]([O:59][CH2:60][CH3:61])=[O:58])([CH3:4])([CH3:3])[CH3:2]. Procedure: Ethyl 2-tert-butoxy-2-(7-chloro-1-(4-chlorophenyl)-3-methylnaphthalen-2-yl)acetate was prepared in a manner similar to (S)-ethyl 2-tert-butoxy-2-(1-(4-chlorophenyl)-3-methyl-6-(trifluoromethylsulfonyl-oxy)naphthalen-2-yl)acetate of Example 51, except using racemic ethyl 2-(7-chloro-1-(4-chlorophenyl)-3-methylnaphthalen-2-yl)-2-hydroxyacetate. Material was carried on crude without further characterization.